This data is from the Open Reaction Database (ORD), a public repository of structured organic reaction records. The task is: describe an organic reaction: reactants, conditions, products, and yield Reactants: BrCC(CC(C#N)(C)C)(C)C (5-bromo-2,2,4,4-tetramethyl pentane nitrile), C[Li] (methyl lithium). Solvent: CCOCC (ether), CCOCC (ether). Reaction conditions: time 30 minute. Yields the product CC1=NCC(CC1(C)C)(C)C (2,3,3,5,5-pentamethyl-3,4,5,6-tetrahydropyridine). As a reaction SMILES: Br[CH2:2][C:3]([CH3:11])([CH3:10])[CH2:4][C:5]([CH3:9])([CH3:8])[C:6]#[N:7].[CH3:12][Li]>CCOCC>[CH3:12][C:6]1[C:5]([CH3:9])([CH3:8])[CH2:4][C:3]([CH3:11])([CH3:10])[CH2:2][N:7]=1. Reported procedure: To 22 g of 5-bromo-2,2,4,4-tetramethyl pentane nitrile in 60 ml of anhydrous ether, 0.1 mol of methyl lithium in solution in 200 ml of anhydrous ether is added drop by drop in an inert atmosphere. The reaction medium is maintained between 0° and 5° C. during the addition and then for an additional 30 minutes and then kept at room temperature for 4 hours. After hydrolysis, the aqueous phase is extracted with ether. The 2,3,3,5,5-pentamethyl-3,4,5,6-tetrahydropyridine is then isolated by distillat...